Dataset: the Open Reaction Database (ORD), a public repository of structured organic reaction records. Task: describe an organic reaction: reactants, conditions, products, and yield Reactants: O=C1CC2=C(N1)SC(=C2)C(=O)OC(C)(C)C (tert-Butyl 5,6-dihydro-5-oxo-4H-thieno[2,3-b]pyrrole-2-carboxylate), ice water, COC1=C(NC=C1)C=O (3-Methoxypyrrole-2-carboxaldehyde). Solvent: N1CCCCC1 (piperidine), CC(C)O (2-propanol). Conditions: temperature 75 celsius. Yields the product COC1=C(NC=C1)\C=C/1\C2=C(NC1=O)SC(=C2)C(=O)OC(C)(C)C (tert-butyl (Z)-5,6-dihydro-4-[(3-methoxy-1H-pyrrol-2-yl)methylene]-5-oxo-4H-thieno [2,3-b]pyrrole-2-carboxylate). Yield: 40.3%. RXN SMILES: [O:1]=[C:2]1[NH:6][C:5]2[S:7][C:8]([C:10]([O:12][C:13]([CH3:16])([CH3:15])[CH3:14])=[O:11])=[CH:9][C:4]=2[CH2:3]1.[CH3:17][O:18][C:19]1[CH:23]=[CH:22][NH:21][C:20]=1[CH:24]=O>N1CCCCC1.CC(O)C>[CH3:17][O:18][C:19]1[CH:23]=[CH:22][NH:21][C:20]=1/[CH:24]=[C:3]1/[C:4]2[CH:9]=[C:8]([C:10]([O:12][C:13]([CH3:16])([CH3:15])[CH3:14])=[O:11])[S:7][C:5]=2[NH:6][C:2]/1=[O:1]. Procedure: tert-Butyl 5,6-dihydro-5-oxo-4H-thieno[2,3-b]pyrrole-2-carboxylate (915 mg, 3.8 mmol) was dissolved in a solution of 1% piperidine in 2-propanol (10 ml). 3-Methoxypyrrole-2-carboxaldehyde (3.8 mmol, 480 mg) was added in one portion and the mixture heated at 75° C. for 1 hour. The reaction mixture was poured into an ice/water mixture (15 ml) and the precipitated solid was collected by filtration and washed with water to give 530 mg of tert-butyl (Z)-5,6-dihydro-4-[(3-methoxy-1H-pyrrol-2-yl)methyl...